describe an organic reaction: reactants, conditions, products, and yield From a dataset of the Open Reaction Database (ORD), a public repository of structured organic reaction records. Starting materials: C(C)(CC)[Li] (sec-butyl lithium), ice, Cl (hydrochloric acid), O1C=C(C=C1)C=O (3-furaldehyde), C(C)[Si](CC)(CC)Cl (triethylsilylchloride), C(CCC)[Li] (n-Butyl lithium), solution, N1CCOCC1 (morpholine), solution. Run in C1CCCCC1 (cyclohexane), CCCCCC (hexane), O1CCCC1 (tetrahydrofuran). Run at time 15 minute. Yields the product C(C)[Si](C1=CC(=CO1)C=O)(CC)CC (5-triethlsily-3-furaldehyde). As a reaction SMILES: C([Li])CCC.N1CCOCC1.[O:12]1[CH:16]=[CH:15][C:14]([CH:17]=[O:18])=[CH:13]1.C([Li])(CC)C.[CH2:24]([Si:26](Cl)([CH2:29][CH3:30])[CH2:27][CH3:28])[CH3:25].Cl>CCCCCC.O1CCCC1.C1CCCCC1>[CH2:24]([Si:26]([CH2:29][CH3:30])([CH2:27][CH3:28])[C:16]1[O:12][CH:13]=[C:14]([CH:17]=[O:18])[CH:15]=1)[CH3:25]. Procedure: n-Butyl lithium (a 2.5M solution in hexane: 30.6 ml, 76.5 mmol) was added to a solution of morpholine (6.66 ml, 76.5 mmol) in tetrahydrofuran (500 ml) at -78° under argon. After 15 minutes, 3-furaldehyde (6.3 ml, 72.8 mmol) was added. After another 20 minutes, sec-butyl lithium (a 1.3M solution in cyclohexane; 59.0 ml, 76.5 mmol) was added dropwise and stirring continued at -78° for about 2 hours before triethylsilylchloride (13.4 ml, 80.1 mmol) was added. Stirring was continued overnight (14 ho... The reactants are C1=CC2=C3C(=C1)C(=O)NC(=O)C3=CC=C2 (naphthalimide), BrC1C(OCC1)=O (3-bromo-4,5-dihydro-2(3H)-furanone), [Na] (sodium), [OH-].[Na+] (sodium hydroxide), naphthalimide sodium salt, O=C1OCCC1N1CC2=CC=CC=3C2=C(C1)C=CC3 (2-(tetrahydro-2-oxo-3-furanyl)-1H-benz[de]isoquinoline). Solvent: C(C)O (ethanol), CN(C=O)C (dimethylformamide), CN(C=O)C (dimethylformamide). Product: O=C1OCCC1N1C(C2=CC=CC=3C2=C(C1=O)C=CC3)=O (2-(Tetrahydro-2-oxo-3-furanyl)-1H-benz[de]isoquinoline-1,3(2H)-dione). RXN SMILES: [CH:1]1[CH:6]=[C:5]2[C:7]([NH:9][C:10]([C:12]3=[CH:13][CH:14]=[CH:15][C:3](=[C:4]23)[CH:2]=1)=[O:11])=[O:8].[OH-].[Na+].Br[CH:19]1[CH2:23][CH2:22][O:21][C:20]1=[O:24].[Na].O=C1C(N2CC3C=CC=C4C=3C(=CC=C4)C2)CCO1>CN(C)C=O.C(O)C>[O:24]=[C:20]1[CH:19]([N:9]2[C:10](=[O:11])[C:12]3[CH:13]=[CH:14][CH:15]=[C:3]4[C:4]=3[C:5](=[CH:6][CH:1]=[CH:2]4)[C:7]2=[O:8])[CH2:23][CH2:22][O:21]1 |f:1.2,^1:24|. Procedure details: 10 g. (0.0507 moles) of naphthalimide is dissolved in 200 ml. of hot (90°) dimethylformamide with stirring. 2.06 g. (0.0507 moles) of sodium hydroxide dissolved in 50 ml. of hot ethanol is added causing the naphthalimide sodium salt to precipitate. The sodium salt is filtered off at room temperature, washed with ethanol, and is taken up in 200 ml. of hot (90 °) dimethylformamide. 8.37 g. (0.0507 moles) of 3-bromo-4,5-dihydro-2(3H)-furanone in a small amount of dimethylformamide is added to the s... The reactants are ClC1=CC=C(C(=O)OC)C=C1 (methyl p-chlorobenzoate), COC=1C=C(C(=O)OC)C=CC1 (methyl m-methoxybenzoate), COC=1C=C(C(=O)C=2C(=CC3=CC=CC=C3C2)O)C=CC1 (3-(m-methoxybenzoyl)-2-naphthol). Yields the product COC=1C=C(C(=O)C2=C(C=CC3=CC=CC=C23)O)C=CC1 (m-methoxybenzoyl-2-naphthol). Reaction SMILES: ClC1C=CC(C(OC)=O)=CC=1.COC1C=C(C=CC=1)C(OC)=O.[CH3:24][O:25][C:26]1[CH:27]=[C:28]([CH:42]=[CH:43][CH:44]=1)[C:29]([C:31]1[C:32]([OH:41])=[CH:33][C:34]2[C:39]([CH:40]=1)=[CH:38][CH:37]=[CH:36][CH:35]=2)=[O:30]>>[CH3:24][O:25][C:26]1[CH:27]=[C:28]([CH:42]=[CH:43][CH:44]=1)[C:29]([C:31]1[C:40]2[C:39](=[CH:38][CH:37]=[CH:36][CH:35]=2)[CH:34]=[CH:33][C:32]=1[OH:41])=[O:30]. Reported procedure: Following the procedure of Example 4, but using in place of the methyl p-chlorobenzoate used therein, an approximately equivalent amount of methyl m-methoxybenzoate, there is accordingly obtained 3-(m-methoxybenzoyl)-2-naphthol. Starting materials: C(C)(=O)NCC1=CC=CC(=N1)C=1N=C(SC1)NC(=S)N (4-(6-acetylaminomethylpyridin-2-yl)-2-thioureidothiazole), CI (methyl iodide), CO (methanol). The solvent is O1CCCC1 (tetrahydrofuran). Product: I.C(C)(=O)NCC1=CC=CC(=N1)C=1N=C(SC1)N=C(SC)N (4-(6-acetylaminomethylpyridin-2-yl)-2-[(amino)(methylthio)methyleneamino]thiazole hydriodide). RXN SMILES: [C:1]([NH:4][CH2:5][C:6]1[N:11]=[C:10]([C:12]2[N:13]=[C:14]([NH:17][C:18]([NH2:20])=[S:19])[S:15][CH:16]=2)[CH:9]=[CH:8][CH:7]=1)(=[O:3])[CH3:2].[CH3:21][I:22].CO>O1CCCC1>[IH:22].[C:1]([NH:4][CH2:5][C:6]1[N:11]=[C:10]([C:12]2[N:13]=[C:14]([N:17]=[C:18]([NH2:20])[S:19][CH3:21])[S:15][CH:16]=2)[CH:9]=[CH:8][CH:7]=1)(=[O:3])[CH3:2] |f:4.5|. Procedure: A mixture of 4-(6-acetylaminomethylpyridin-2-yl)-2-thioureidothiazole (5.3 g) and methyl iodide (1.2 ml) in a solution of methanol (53 ml) and tetrahydrofuran (25 ml) was heated under reflux for 4.5 hours. The solvent was removed by concentration in vacuo and resulting residue was triturated with ethyl acetate to give 4-(6-acetylaminomethylpyridin-2-yl)-2-[(amino)(methylthio)methyleneamino]thiazole hydriodide. Starting materials: C(C=C)OC(=O)N1CCC(CC1)N(CCC1=CC=C(C=C1)Cl)CCNC(=O)OC(C)(C)C (1-Allyloxycarbonyl-N-[2-(tert-butoxycarbonylamino)ethyl]-N-[2-(4-chlorophenyl)ethyl]-piperidin-4-amine), Cl (HCl). Solvent: CCOC(=O)C (EtOAc). Product: Cl.NCCN(C1CCN(CC1)C(=O)OCC=C)CCC1=CC=C(C=C1)Cl (Allyl 4-((2-aminoethyl)(4-chlorophenethyl)amino)piperidine-1-carboxylate hydrochloride). As a reaction SMILES: [CH2:1]([O:4][C:5]([N:7]1[CH2:12][CH2:11][CH:10]([N:13]([CH2:23][CH2:24][NH:25]C(OC(C)(C)C)=O)[CH2:14][CH2:15][C:16]2[CH:21]=[CH:20][C:19]([Cl:22])=[CH:18][CH:17]=2)[CH2:9][CH2:8]1)=[O:6])[CH:2]=[CH2:3].Cl>CCOC(C)=O>[ClH:22].[NH2:25][CH2:24][CH2:23][N:13]([CH2:14][CH2:15][C:16]1[CH:21]=[CH:20][C:19]([Cl:22])=[CH:18][CH:17]=1)[CH:10]1[CH2:9][CH2:8][N:7]([C:5]([O:4][CH2:1][CH:2]=[CH2:3])=[O:6])[CH2:12][CH2:11]1 |f:3.4|. Procedure details: 1-Allyloxycarbonyl-N-[2-(tert-butoxycarbonylamino)ethyl]-N-[2-(4-chlorophenyl)ethyl]-piperidin-4-amine obtained in Step 1 was subjected to the deprotection reaction as described in Procedure 2 (4 N HCl in EtOAc). The crude product that was obtained in this step was used in the synthesis of Examples 8-13 without any further purification.